Dataset: the Open Reaction Database (ORD), a public repository of structured organic reaction records. Task: describe an organic reaction: reactants, conditions, products, and yield Reactants: Brc1ccc(Br)cc1, COc1cc(B2OC(C)(C)C(C)(C)O2)ccc1O, COCCOC, CO, c1ccc(P(c2ccccc2)(c2ccccc2)[Pd](P(c2ccccc2)(c2ccccc2)c2ccccc2)(P(c2ccccc2)(c2ccccc2)c2ccccc2)P(c2ccccc2)(c2ccccc2)c2ccccc2)cc1. Product: COc1cc(-c2ccc(Br)cc2)ccc1O. As a reaction SMILES: [Br:19][c:20]1[cH:21][cH:22][c:23]([Br:26])[cH:24][cH:25]1.[CH3:1][O:2][c:3]1[c:4]([OH:18])[cH:5][cH:6][c:7]([B:9]2[O:10][C:11]([CH3:12])([CH3:13])[C:14]([CH3:15])([CH3:16])[O:17]2)[cH:8]1.[CH3:27][O:28][CH2:29][CH2:30][O:31][CH3:32].[CH3:33][OH:34].[cH:35]1[cH:36][cH:37][c:38]([P:39]([Pd:40]([P:41]([c:42]2[cH:43][cH:44][cH:45][cH:46][cH:47]2)([c:48]2[cH:49][cH:50][cH:51][cH:52][cH:53]2)[c:54]2[cH:55][cH:56][cH:57][cH:58][cH:59]2)([P:60]([c:61]2[cH:62][cH:63][cH:64][cH:65][cH:66]2)([c:67]2[cH:68][cH:69][cH:70][cH:71][cH:72]2)[c:73]2[cH:74][cH:75][cH:76][cH:77][cH:78]2)[P:79]([c:80]2[cH:81][cH:82][cH:83][cH:84][cH:85]2)([c:86]2[cH:87][cH:88][cH:89][cH:90][cH:91]2)[c:92]2[cH:93][cH:94][cH:95][cH:96][cH:97]2)([c:98]2[cH:99][cH:100][cH:101][cH:102][cH:103]2)[c:104]2[cH:105][cH:106][cH:107][cH:108][cH:109]2)[cH:110][cH:111]1>>[CH3:1][O:2][c:3]1[c:4]([OH:18])[cH:5][cH:6][c:7](-[c:23]2[cH:22][cH:21][c:20]([Br:19])[cH:25][cH:24]2)[cH:8]1. Reactants: O=C1CCC(=O)N1Br, Cc1c(Br)cccc1[N+](=O)[O-], O=C(OOC(=O)c1ccccc1)c1ccccc1. Yields the product O=[N+]([O-])c1cccc(Br)c1CBr. Reaction SMILES: [Br:12][N:13]1[C:14](=[O:15])[CH2:16][CH2:17][C:18]1=[O:19].[Br:1][c:2]1[c:3]([CH3:11])[c:4]([N+:8](=[O:9])[O-:10])[cH:5][cH:6][cH:7]1.[C:20]([O:21][O:22][C:23](=[O:24])[c:25]1[cH:26][cH:27][cH:28][cH:29][cH:30]1)(=[O:31])[c:32]1[cH:33][cH:34][cH:35][cH:36][cH:37]1>>[Br:1][c:2]1[c:3]([CH2:11][Br:12])[c:4]([N+:8](=[O:9])[O-:10])[cH:5][cH:6][cH:7]1. Starting materials: CC(C)(C)C(=O)OCCl, CCOC(C)=O, [N-]=[N+]=[N-], [Na+], O. The product is CC(C)(C)C(=O)OCN=[N+]=[N-]. As a reaction SMILES: [C:5]([C:6]([CH3:7])([CH3:8])[CH3:9])(=[O:10])[O:11][CH2:12][Cl:13].[CH3:15][CH2:16][O:17][C:18]([CH3:19])=[O:20].[N-:2]=[N+:3]=[N-:4].[Na+:1].[OH2:14]>>[N:2](=[N+:3]=[N-:4])[CH2:12][O:11][C:5]([C:6]([CH3:7])([CH3:8])[CH3:9])=[O:10]. Starting materials: Cl.N12C[C@@H](C(CC1)CC2)NC(=O)C=2SC1=C(C2C)C=C(C=C1)[N+](=O)[O-] (N-[(3R)-1-azabicyclo[2.2.2]oct-3-yl]-3-methyl-5-nitro-1-benzothiophene-2-carboxamide hydrochloride). The reagents and catalysts are [Zn] (zinc). Solvent: C(C)(=O)O (acetic acid). Conditions: time 1 hour. Product: Cl.Cl.NC=1C=CC2=C(C(=C(S2)C(=O)N[C@H]2CN3CCC2CC3)C)C1 (5-Amino-N-[(3R)-1-azabicyclo[2.2.2]oct-3-yl]-3-methyl-1-benzothiophene- 2-carboxamide dihydrochloride). As a reaction SMILES: [ClH:1].[N:2]12[CH2:9][CH2:8][CH:5]([CH2:6][CH2:7]1)[C@@H:4]([NH:10][C:11]([C:13]1[S:14][C:15]3[CH:22]=[CH:21][C:20]([N+:23]([O-])=O)=[CH:19][C:16]=3[C:17]=1[CH3:18])=[O:12])[CH2:3]2>C(O)(=O)C.[Zn]>[ClH:1].[ClH:1].[NH2:23][C:20]1[CH:21]=[CH:22][C:15]2[S:14][C:13]([C:11]([NH:10][C@@H:4]3[CH:5]4[CH2:6][CH2:7][N:2]([CH2:9][CH2:8]4)[CH2:3]3)=[O:12])=[C:17]([CH3:18])[C:16]=2[CH:19]=1 |f:0.1,4.5.6|. Procedure: 317 mg (0.83 mmol) of N-[(3R)-1-azabicyclo[2.2.2]oct-3-yl]-3-methyl-5-nitro-1-benzothiophene-2-carboxamide hydrochloride are suspended in 2 ml of acetic acid. 300.0 mg (4.59 mmol) of zinc are added, and the mixture is then stirred at RT for 1 h. The reaction mixture is filtered through kieselguhr, and the filter cake is washed with methanol. The filtrate is concentrated under reduced pressure and the residue is purified by preparative HPLC. The product fraction is dissolved in 4M HCl in dioxane,...